From a dataset of the Open Reaction Database (ORD), a public repository of structured organic reaction records. describe an organic reaction: reactants, conditions, products, and yield Starting materials: O=C(O)C1(C(=O)O)CC1, ClCCCl, ClCCl, CCc1nc2c(cnn2CC)c(NC2CCOCC2)c1CN, On1nnc2ccccc21. Product: CCc1nc2c(cnn2CC)c(NC2CCOCC2)c1CNC(=O)C1(C(=O)O)CC1. As a reaction SMILES: [C:23]1([C:26](=[O:27])[OH:28])([C:29](=[O:30])[OH:31])[CH2:24][CH2:25]1.[CH2:42]([Cl:43])[CH2:44][Cl:45].[Cl:46][CH2:47][Cl:48].[NH2:1][CH2:2][c:3]1[c:4]([NH:16][CH:17]2[CH2:18][CH2:19][O:20][CH2:21][CH2:22]2)[c:5]2[c:6]([n:7][c:8]1[CH2:9][CH3:10])[n:11]([CH2:14][CH3:15])[n:12][cH:13]2.[OH:32][n:33]1[c:34]2[c:35]([cH:36][cH:37][cH:38][cH:39]2)[n:40][n:41]1>>[NH:1]([CH2:2][c:3]1[c:4]([NH:16][CH:17]2[CH2:18][CH2:19][O:20][CH2:21][CH2:22]2)[c:5]2[c:6]([n:7][c:8]1[CH2:9][CH3:10])[n:11]([CH2:14][CH3:15])[n:12][cH:13]2)[C:29]([C:23]1([C:26](=[O:27])[OH:28])[CH2:24][CH2:25]1)=[O:30]. Reactants: S1C(=NC2=C1C=CC=C2)N2N=C(C1=CC=CC=C1C2=O)CC(=O)OC (methyl 3-(2-benzothiazolyl)-4-oxo-3H-phthalazin-1-ylacetate), [OH-].[K+] (potassium hydroxide). Run in CO (methanol). Conditions: time 4 hour. Product: S1C(=NC2=C1C=CC=C2)N2N=C(C1=CC=CC=C1C2=O)CC(=O)O (3-(2-benzothiazolyl)-4-oxo-3-H-phthalazin-1-ylacetic acid). Isolated yield 47.5%. As a reaction SMILES: [S:1]1[C:5]2[CH:6]=[CH:7][CH:8]=[CH:9][C:4]=2[N:3]=[C:2]1[N:10]1[C:19](=[O:20])[C:18]2[C:13](=[CH:14][CH:15]=[CH:16][CH:17]=2)[C:12]([CH2:21][C:22]([O:24]C)=[O:23])=[N:11]1.[OH-].[K+]>CO>[S:1]1[C:5]2[CH:6]=[CH:7][CH:8]=[CH:9][C:4]=2[N:3]=[C:2]1[N:10]1[C:19](=[O:20])[C:18]2[C:13](=[CH:14][CH:15]=[CH:16][CH:17]=2)[C:12]([CH2:21][C:22]([OH:24])=[O:23])=[N:11]1 |f:1.2|. Procedure details: A solution of methyl 3-(2-benzothiazolyl)-4-oxo-3H-phthalazin-1-ylacetate (1.92 g) in methanol (50 ml) containing 10% aqueous potassium hydroxide (5 ml) was stirred at room temperature for 4 hours. The solution was concentrated to remove methanol and the concentrate was diluted with water (75 ml) and then extracted with ethyl acetate. The aqueous portion was separated and acidified with concentrated hydrochloric acid to pH 2.0. The precipitated solid was collected and crystallized from isopropyl...